Task: describe an organic reaction: reactants, conditions, products, and yield. Dataset: the Open Reaction Database (ORD), a public repository of structured organic reaction records The reactants are N(O)=C(C(=O)OCC)C(=O)C (ethyl 2-oximinoacetoacetate), ClC1=CC=C(CN)C=C1 (4-chlorobenzylamine). Solvent: CC#N (MeCN). Yields the product ClC1=CC=C(C=C1)C1=NC(=C(N1)C(=O)OCC)C (ethyl 2-(4-chlorophenyl)-5-methyl-3H-imidazole-4-carboxylate). Yield: 40.8%. RXN SMILES: [N:1](=[C:3]([C:9]([CH3:11])=O)[C:4]([O:6][CH2:7][CH3:8])=[O:5])O.[Cl:12][C:13]1[CH:20]=[CH:19][C:16]([CH2:17][NH2:18])=[CH:15][CH:14]=1>CC#N>[Cl:12][C:13]1[CH:20]=[CH:19][C:16]([C:17]2[NH:1][C:3]([C:4]([O:6][CH2:7][CH3:8])=[O:5])=[C:9]([CH3:11])[N:18]=2)=[CH:15][CH:14]=1. Procedure: A solution of ethyl 2-oximinoacetoacetate (6 g, 38 mmol; obtained according to Org.Synth. 1941, 21, 67) in MeCN (75 mL) was treated with 4-chlorobenzylamine (5.6 g, 40 mmol) at reflux for 18 h. Next, the reaction mixture was allowed to cool and the yellow solid formed was collected by filtration to give ethyl 2-(4-chlorophenyl)-5-methyl-3H-imidazole-4-carboxylate as a white solid (4.1 g, 40%): mp 237°-238° C.; 1H NMR (300 MHz, DMSO--d6) δ (DMSO) 7.96 (d, J=8, 2H, arom), 7.57 (d, J=8, 2H, arom), ... The reactants are COC1=C(C(=O)N2CC(CC2)(CCOS(=O)(=O)C)C2=CC=CC=C2)C=C(C=C1)C(F)(F)F (1-(2-methoxy-5-trifluoromethylbenzoyl)-3-phenyl-3-(2-methanesulfonyloxyethyl)pyrrolidine), C(C)OCCN1C(=NC2=C1C=CC=C2)N2CCNCCC2 (4-(1-(2-ethoxyethyl)-1H-benzimidazol-2-yl)[1,4]diazepane). Yields the product COC1=C(C(=O)N2CC(CC2)(C2=CC=CC=C2)CCN2CCN(CCC2)C2=NC3=C(N2CCOCC)C=CC=C3)C=C(C=C1)C(F)(F)F (1-(2-Methoxy-5-trifluoromethylbenzoyl)-3-(2-(4-(1-(2-ethoxyethyl)-1H-benzimidazol-2-yl)[1,4]diazepan-1-yl)ethyl)-3-phenylpyrrolidine). Reaction SMILES: [CH3:1][O:2][C:3]1[CH:28]=[CH:27][C:26]([C:29]([F:32])([F:31])[F:30])=[CH:25][C:4]=1[C:5]([N:7]1[CH2:11][CH2:10][C:9]([C:19]2[CH:24]=[CH:23][CH:22]=[CH:21][CH:20]=2)([CH2:12][CH2:13]OS(C)(=O)=O)[CH2:8]1)=[O:6].[CH2:33]([O:35][CH2:36][CH2:37][N:38]1[C:42]2[CH:43]=[CH:44][CH:45]=[CH:46][C:41]=2[N:40]=[C:39]1[N:47]1[CH2:53][CH2:52][CH2:51][NH:50][CH2:49][CH2:48]1)[CH3:34]>>[CH3:1][O:2][C:3]1[CH:28]=[CH:27][C:26]([C:29]([F:32])([F:31])[F:30])=[CH:25][C:4]=1[C:5]([N:7]1[CH2:11][CH2:10][C:9]([CH2:12][CH2:13][N:50]2[CH2:51][CH2:52][CH2:53][N:47]([C:39]3[N:38]([CH2:37][CH2:36][O:35][CH2:33][CH3:34])[C:42]4[CH:43]=[CH:44][CH:45]=[CH:46][C:41]=4[N:40]=3)[CH2:48][CH2:49]2)([C:19]2[CH:24]=[CH:23][CH:22]=[CH:21][CH:20]=2)[CH2:8]1)=[O:6]. Reported procedure: Prepare by the method of Example 1.6 using 1-(2-methoxy-5-trifluoromethylbenzoyl)-3-phenyl-3-(2-methanesulfonyloxyethyl)pyrrolidine and 4-(1-(2-ethoxyethyl)-1H-benzimidazol-2-yl)[1,4]diazepane to give the title compound. Starting materials: O=c1[nH]cc(Br)c2occc12, CC(Cl)Cl, O, O=P(Br)(Br)Br. The product is Brc1ncc(Br)c2occc12. As a reaction SMILES: [Br:1][c:2]1[c:3]2[c:4]([c:5](=[O:8])[nH:6][cH:7]1)[cH:9][cH:10][o:11]2.[Cl:12][CH:13]([Cl:14])[CH3:15].[OH2:21].[P:16]([Br:17])([Br:18])([Br:19])=[O:20]>>[Br:1][c:2]1[c:3]2[c:4]([c:5]([Br:18])[n:6][cH:7]1)[cH:9][cH:10][o:11]2. Reaction SMILES: [Cl-:24].[Cl-:25].[Cl-:26].[Cl:1][c:2]1[n:3][c:4]([CH2:7][c:8]2[c:9]([N+:14]([O-:15])=[O:16])[cH:10][cH:11][cH:12][cH:13]2)[n:5][nH:6]1.[NH4+:17].[O:19]1[CH2:20][CH2:21][CH2:22][CH2:23]1.[OH-:18].[Ti+3:27]>>[Cl:1][c:2]1[n:3][c:4]([CH2:7][c:8]2[c:9]([NH2:14])[cH:10][cH:11][cH:12][cH:13]2)[n:5][nH:6]1. Product: Nc1ccccc1Cc1n[nH]c(Cl)n1. The reactants are [Cl-], [Cl-], [Cl-], O=[N+]([O-])c1ccccc1Cc1n[nH]c(Cl)n1, [NH4+], C1CCOC1, [OH-], [Ti+3].